This data is from the Open Reaction Database (ORD), a public repository of structured organic reaction records. The task is: describe an organic reaction: reactants, conditions, products, and yield Reactants: resultant mixture, ClC=1C2=C(N=C(N1)S(=O)C)N(C(C=C2)=O)C2=C(C=CC=C2F)F (4-Chloro-2-methylsulfinyl-8-(2,6-difluoro-phenyl)-8H-pyrido[2,3-d]pyrimidin-7-one), NC(CO)CO (serinol). The solvent is ClCCl (dichloromethane), CN(C)C=O (DMF). Product: ClC=1C2=C(N=C(N1)NC(CO)CO)N(C(C=C2)=O)C2=C(C=CC=C2F)F (4-Chloro-2-(2-hydroxy-1-hydroxymethyl-ethylamino)-8-(2,6-difluoro-phenyl)-8H-pyrido[2,3-d]pyrimidin-7-one). Yield: 41.3%. As a reaction SMILES: [Cl:1][C:2]1[C:3]2[CH:14]=[CH:13][C:12](=[O:15])[N:11]([C:16]3[C:21]([F:22])=[CH:20][CH:19]=[CH:18][C:17]=3[F:23])[C:4]=2[N:5]=[C:6](S(C)=O)[N:7]=1.[NH2:24][CH:25]([CH2:28][OH:29])[CH2:26][OH:27]>ClCCl.CN(C=O)C>[Cl:1][C:2]1[C:3]2[CH:14]=[CH:13][C:12](=[O:15])[N:11]([C:16]3[C:21]([F:22])=[CH:20][CH:19]=[CH:18][C:17]=3[F:23])[C:4]=2[N:5]=[C:6]([NH:24][CH:25]([CH2:28][OH:29])[CH2:26][OH:27])[N:7]=1. Reported procedure: A solution of 4-Chloro-2-methylsulfinyl-8-(2,6-difluoro-phenyl)-8H-pyrido[2,3-d]pyrimidin-7-one (0.90 g, 2.53 mmol) in dichloromethane (90 mL) was mixed with a solution of serinol (0.24 g, 2.66 mmol) in DMF (2.0 mL). The resultant mixture was stirred at room temperature for 1 hour before concentrated under vacuum. Flash chromatography (EtOAc/Hexane, 3:1) then provided the title compound (0.40 g, 42%): MS (ES) m/z 383 (M+H)+; 1H-NMR(CDCl3) δ 1.95 (s, br, 2H), 3.90 (m, br, 5H), 6.05 (m, br, 1H), 6... The product is CC(=O)Nc1c(O)cc(S(=O)(=O)O)c2ccccc12, C1COCCN1. RXN SMILES: [C:1]([CH3:2])(=[O:3])[NH:4][c:5]1[c:6]([O:19][C:20](=[O:21])[CH3:22])[cH:7][c:8]([S:15](=[O:16])(=[O:17])[OH:18])[c:9]2[cH:10][cH:11][cH:12][cH:13][c:14]12.[CH2:29]1[CH2:30][O:31][CH2:32][CH2:33][NH:34]1.[CH3:35][CH2:36][OH:37].[n:23]1[cH:24][cH:25][cH:26][cH:27][cH:28]1>>[C:1]([CH3:2])(=[O:3])[NH:4][c:5]1[c:6]([OH:19])[cH:7][c:8]([S:15](=[O:16])(=[O:17])[OH:18])[c:9]2[cH:10][cH:11][cH:12][cH:13][c:14]12.[CH2:29]1[CH2:30][O:31][CH2:32][CH2:33][NH:34]1. Starting materials: CC(=O)Nc1c(OC(C)=O)cc(S(=O)(=O)O)c2ccccc12, C1COCCN1, CCO, c1ccncc1. Starting materials: CC1(CC(=O)OC1CC(=O)C1=CC=C(C=C1)Cl)C (3,3-dimethyl-4-(4'-chloro-phenacyl)-γ-butyrolactone), S(=O)(Cl)Cl (thionyl chloride), CO (methanol). Conditions: temperature 50 celsius. Product: COC(CC(C(CC(=O)C1=CC=C(C=C1)Cl)Cl)(C)C)=O (6-(4'-chloro-phenyl)-6-oxo-4-chloro-3,3-dimethyl-hexanoic acid methyl ester). As a reaction SMILES: [CH3:1][C:2]1([CH3:18])[CH:7]([CH2:8][C:9]([C:11]2[CH:16]=[CH:15][C:14]([Cl:17])=[CH:13][CH:12]=2)=[O:10])O[C:4](=[O:5])[CH2:3]1.[CH3:19][OH:20].S(Cl)([Cl:23])=O>>[CH3:19][O:20][C:4](=[O:5])[CH2:3][C:2]([CH3:18])([CH3:1])[CH:7]([Cl:23])[CH2:8][C:9]([C:11]1[CH:16]=[CH:15][C:14]([Cl:17])=[CH:13][CH:12]=1)=[O:10]. Reported procedure: 134 g of 3,3-dimethyl-4-(4'-chloro-phenacyl)-γ-butyrolactone were dissolved in 215 g of thionyl chloride in a 0.7 liter autoclave with a glass liner. 100 g of methanol were then pumped in and the mixture was heated to 50° C. for 4 hours. After working up as in Example 10, 6-(4'-chloro-phenyl)-6-oxo-4-chloro-3,3-dimethyl-hexanoic acid methyl ester was obtained. The reactants are C(C1=CC=CC=C1)C1=C(N=C(S1)N)C1=CC=C(C=C1)OC (5-benzyl-4-(4-methoxy-phenyl)-thiazol-2-ylamine), COC=1C=C(C(=O)Cl)C=C(C1)OC (3,5-dimethoxy-benzoyl chloride). Yields the product C(C1=CC=CC=C1)C1=C(N=C(S1)NC(C1=CC(=CC(=C1)OC)OC)=O)C1=CC=C(C=C1)OC (N-[5-benzyl-4-(4-methoxy-phenyl)-thiazol-2-yl]-3,5-dimethoxy-benzamide). Isolated yield 65.7%. As a reaction SMILES: [CH2:1]([C:8]1[S:12][C:11]([NH2:13])=[N:10][C:9]=1[C:14]1[CH:19]=[CH:18][C:17]([O:20][CH3:21])=[CH:16][CH:15]=1)[C:2]1[CH:7]=[CH:6][CH:5]=[CH:4][CH:3]=1.[CH3:22][O:23][C:24]1[CH:25]=[C:26]([CH:30]=[C:31]([O:33][CH3:34])[CH:32]=1)[C:27](Cl)=[O:28]>>[CH2:1]([C:8]1[S:12][C:11]([NH:13][C:27](=[O:28])[C:26]2[CH:30]=[C:31]([O:33][CH3:34])[CH:32]=[C:24]([O:23][CH3:22])[CH:25]=2)=[N:10][C:9]=1[C:14]1[CH:15]=[CH:16][C:17]([O:20][CH3:21])=[CH:18][CH:19]=1)[C:2]1[CH:3]=[CH:4][CH:5]=[CH:6][CH:7]=1. Procedure details: A procedure similar to that in Example 4 was used. 5-benzyl-4-(4-methoxy-phenyl)-thiazol-2-ylamine prepared in Example 1 and 3,5-dimethoxy-benzoyl chloride prepared in the step 1 were used as starting materials, allowed to react at room temperature overnight, followed by post-treatment to obtain a crude product, which was purified by a silica gel column chromatography eluted with a gradient of dichloromethane and ethyl acetate (100:0-10:1) to obtain a product as a white solid in a yield of 65.7%... The product is COc1ccc(-c2cn(-c3cccc(OCCn4ccnc4)c3)c3ncnc(N)c23)cc1OCc1ccccc1. RXN SMILES: [CH2:1]([c:2]1[cH:3][cH:4][cH:5][cH:6][cH:7]1)[O:8][c:9]1[cH:10][c:11](-[c:17]2[cH:18][n:19](-[c:27]3[cH:28][c:29]([O:33][CH2:34][CH2:35][Cl:36])[cH:30][cH:31][cH:32]3)[c:20]3[n:21][cH:22][n:23][c:24]([NH2:26])[c:25]23)[cH:12][cH:13][c:14]1[O:15][CH3:16].[Na:42].[O:43]=[CH:44][N:45]([CH3:46])[CH3:47].[nH:37]1[cH:38][n:39][cH:40][cH:41]1>>[CH2:1]([c:2]1[cH:3][cH:4][cH:5][cH:6][cH:7]1)[O:8][c:9]1[cH:10][c:11](-[c:17]2[cH:18][n:19](-[c:27]3[cH:28][c:29]([O:33][CH2:34][CH2:35][n:37]4[cH:38][n:39][cH:40][cH:41]4)[cH:30][cH:31][cH:32]3)[c:20]3[n:21][cH:22][n:23][c:24]([NH2:26])[c:25]23)[cH:12][cH:13][c:14]1[O:15][CH3:16]. Reactants: COc1ccc(-c2cn(-c3cccc(OCCCl)c3)c3ncnc(N)c23)cc1OCc1ccccc1, [Na], CN(C)C=O, c1c[nH]cn1.